The task is: describe an organic reaction: reactants, conditions, products, and yield. This data is from the Open Reaction Database (ORD), a public repository of structured organic reaction records. The reactants are OC1=C(N)C=CC=C1O (2,3-dihydroxyaniline), C(C)OC(OCC)OCC (triethylorthoformate), S(O)(O)(=O)=O (sulfuric acid). Yields the product OC1=CC=CC=2N=COC21 (7-Hydroxybenzoxazole). RXN SMILES: [OH:1][C:2]1[C:8]([OH:9])=[CH:7][CH:6]=[CH:5][C:3]=1[NH2:4].[CH2:10](OC(OCC)OCC)C.S(=O)(=O)(O)O>>[OH:9][C:8]1[C:2]2[O:1][CH:10]=[N:4][C:3]=2[CH:5]=[CH:6][CH:7]=1. Reported procedure: A mixture of 2,3-dihydroxyaniline (2.5 g.), triethylorthoformate (4.5 g.) and 0.1 g. sulfuric acid is heated at 130° C. for one hour. After cooling, the remaining material is purified by HPLC on silica gel. Product: C1(CCCCCCCCCCC1)=O (cyclododecanone), C1(CCCCCCCCCCC1)O (cyclododecanol). Procedure details: To 9 ml of trifluorotoluene was added 504 mg (3.0 mmol) of cyclododecane, 60 mg (0.3 (mmol) of N-hydroxysaccharin and 5.3 mg (0.015 mmol) of acetylacetonatocobalt Co(acac)3. The resultant mixture was stirred under an oxygen atmosphere at a temperature of 100° C. for 4 hours. The products in the reaction mixture were analysed by gas chromatography, with cyclododecane being transformed, with a conversion of 34.5%, into cyclododecanone (selectivity 64%, yield 22%), cyclododecanol (selectivity 16.5%... Reactants: FC(C1=CC=CC=C1)(F)F (trifluorotoluene), C1CCCCCCCCCCC1 (cyclododecane), ON1S(=O)(=O)C2=CC=CC=C2C1=O (N-hydroxysaccharin), Co(acac)3, C1CCCCCCCCCCC1 (cyclododecane), resultant mixture. Reaction SMILES: FC(F)(F)[C:3]1[CH:8]=[CH:7]C=[CH:5][CH:4]=1.[CH2:11]1[CH2:22][CH2:21][CH2:20][CH2:19][CH2:18][CH2:17][CH2:16][CH2:15][CH2:14][CH2:13][CH2:12]1.[OH:23]N1[C:34](=[O:35])[C:33]2[C:28](=[CH:29][CH:30]=[CH:31][CH:32]=2)S1(=O)=O>>[C:11]1(=[O:23])[CH2:22][CH2:21][CH2:20][CH2:19][CH2:18][CH2:17][CH2:16][CH2:15][CH2:14][CH2:13][CH2:12]1.[CH:34]1([OH:35])[CH2:33][CH2:28][CH2:29][CH2:30][CH2:31][CH2:32][CH2:7][CH2:8][CH2:3][CH2:4][CH2:5]1. The yield is 5.5%. The reactants are CCc1nc2c(cnn2CC)c(NC2CCOCC2)c1CNC(=O)c1cc(C)cc(C(=O)NCc2ccc(OC)c(-c3cccc(C=O)c3)c2)c1, C1CNCCN1, CC(=O)O, CS(C)=O. Product: CCc1nc2c(cnn2CC)c(NC2CCOCC2)c1CNC(=O)c1cc(C)cc(C(=O)NCc2ccc(OC)c(-c3cccc(CN4CCNCC4)c3)c2)c1. As a reaction SMILES: [CH2:1]([CH3:2])[n:3]1[n:4][cH:5][c:6]2[c:7]1[n:8][c:9]([CH2:50][CH3:51])[c:10]([CH2:19][NH:20][C:21](=[O:22])[c:23]1[cH:24][c:25]([C:30](=[O:31])[NH:32][CH2:33][c:34]3[cH:35][c:36](-[c:42]4[cH:43][c:44]([CH:48]=[O:49])[cH:45][cH:46][cH:47]4)[c:37]([O:40][CH3:41])[cH:38][cH:39]3)[cH:26][c:27]([CH3:29])[cH:28]1)[c:11]2[NH:12][CH:13]1[CH2:14][CH2:15][O:16][CH2:17][CH2:18]1.[CH2:52]1[CH2:53][NH:54][CH2:55][CH2:56][NH:57]1.[CH3:58][C:59](=[O:60])[OH:61].[CH3:62][S:63]([CH3:64])=[O:65]>>[CH2:1]([CH3:2])[n:3]1[n:4][cH:5][c:6]2[c:7]1[n:8][c:9]([CH2:50][CH3:51])[c:10]([CH2:19][NH:20][C:21](=[O:22])[c:23]1[cH:24][c:25]([C:30](=[O:31])[NH:32][CH2:33][c:34]3[cH:35][c:36](-[c:42]4[cH:43][c:44]([CH2:48][N:54]5[CH2:53][CH2:52][NH:57][CH2:56][CH2:55]5)[cH:45][cH:46][cH:47]4)[c:37]([O:40][CH3:41])[cH:38][cH:39]3)[cH:26][c:27]([CH3:29])[cH:28]1)[c:11]2[NH:12][CH:13]1[CH2:14][CH2:15][O:16][CH2:17][CH2:18]1. The reactants are C(=O)([O-])[O-].[Cs+].[Cs+] (Cs2CO3), [SH3+] (Sulfonium), [I-].C(C1=CC=CC=C1)OC(=O)N[C@@H](CC[S+](C)C)C(N[C@@H]1[C@@H](CC2(OCCO2)CC1)C(=O)OCC)=O ([(3S)-3-benzyloxycarbonylamino-3-{(7R,8S)-7-ethoxycarbonyl-1,4-di-oxa-spiro[4.5]dec-8-ylcarbamoyl}-propyl]-dimethylsulfonium iodide). Conditions: time 20 hour. Yields the product C(C1=CC=CC=C1)OC(=O)N[C@@H]1C(N(CC1)[C@@H]1[C@@H](CC2(OCCO2)CC1)C(=O)OCC)=O (ethyl (7R,8S)-8-{(3S)-3-Benzyloxycarbonylamino-2-oxo-pyrrolidin-1-yl}-1,4-dioxa-spiro[4.5]decane-7-carboxylate). The solvent is CS(=O)C (DMSO). RXN SMILES: C([O-])([O-])=O.[Cs+].[Cs+].[SH3+].[I-].[CH2:9]([O:16][C:17]([NH:19][C@H:20]([C:26](=[O:43])[NH:27][C@H:28]1[CH2:37][CH2:36][C:31]2([O:35][CH2:34][CH2:33][O:32]2)[CH2:30][C@H:29]1[C:38]([O:40][CH2:41][CH3:42])=[O:39])[CH2:21][CH2:22][S+](C)C)=[O:18])[C:10]1[CH:15]=[CH:14][CH:13]=[CH:12][CH:11]=1>CS(C)=O>[CH2:9]([O:16][C:17]([NH:19][C@H:20]1[CH2:21][CH2:22][N:27]([C@H:28]2[CH2:37][CH2:36][C:31]3([O:35][CH2:34][CH2:33][O:32]3)[CH2:30][C@H:29]2[C:38]([O:40][CH2:41][CH3:42])=[O:39])[C:26]1=[O:43])=[O:18])[C:10]1[CH:15]=[CH:14][CH:13]=[CH:12][CH:11]=1 |f:0.1.2,4.5|. Procedure: Example 1, Alternative Step 9c: Cs2CO3 (61.5 g, 0.19M, 1.5 eq) was placed in an round bottom flask and anhydrous DMSO (2.4 L) was added. Sulfonium salt 3 (80.0 g, 0.13M, 1.0 eq) was then added portionwise. Once the addition was complete the reaction mass was left to stir in the dark for 20 h. The reaction mass was then split in half and each half worked up separately: the reaction mass was diluted with EtOAc (2.0 L) and washed with brine (2 L), the organic phase was washed with brine (500 mL). T... The reactants are COCOC1=C(C=CC=C1)C (1-(methoxymethoxy)-2-methylbenzene), [Li]C(C)(C)C (tBuLi), CCCCC (pentane), B(OC)(OC)OC (B(OMe)3), C1CCOC1 (THF), Cl (HCl). Run in C(C)OCC (diethyl ether). Run at temperature 0 celsius, time 1 hour. Product: COCOC1=C(C=CC=C1C)B(O)O ([2-(methoxymethoxy)-3-methylphenyl]boronic acid). As a reaction SMILES: [CH3:1][O:2][CH2:3][O:4][C:5]1[CH:10]=[CH:9][CH:8]=[CH:7][C:6]=1[CH3:11].[Li]C(C)(C)C.CCCCC.[B:22](OC)([O:25]C)[O:23]C.C1COCC1.Cl>C(OCC)C>[CH3:1][O:2][CH2:3][O:4][C:5]1[C:6]([CH3:11])=[CH:7][CH:8]=[CH:9][C:10]=1[B:22]([OH:25])[OH:23]. Reported procedure: To a solution of 1-(methoxymethoxy)-2-methylbenzene in diethyl ether (0.3M) cooled at −60° C. tBuLi in pentane (1.7M, 1.4 eq) was added dropwise and the mixture was stirred for 1 h while warming gradually to 0° C. then for further 2 h at 0° C. The mixture was cooled to −78° C. and a solution of B(OMe)3 in THF (3 eq, 3.0M) was added dropwise and the mixture was allowed to reach RT and stirred overnight. The mixture was cooled to 0° C. and 1N HCl was added, then the reaction mixture was stirred fo... Starting materials: COC(CC1=CC2=CC=C(C=C2C(=C1C)C(=O)N1CCN(CC1)S(=O)(=O)CC)F)=O ([4-(4-ethanesulfonyl-piperazine-1-carbonyl)-6-fluoro-3-methyl-naphthalen-2-yl]-acetic acid methyl ester), [OH-].[Li+] (lithium hydroxide), Cl (hydrochloric acid). Solvent: O1CCCC1 (tetrahydrofuran). Conditions: time 8 hour. Product: C(C)S(=O)(=O)N1CCN(CC1)C(=O)C1=C(C(=CC2=CC=C(C=C12)F)CC(=O)O)C ([4-(4-ethanesulfonyl-piperazine-1-carbonyl)-6-fluoro-3-methyl-naphthalen-2-yl]-acetic acid). Isolated yield 47.3%. RXN SMILES: C[O:2][C:3](=[O:30])[CH2:4][C:5]1[C:14]([CH3:15])=[C:13]([C:16]([N:18]2[CH2:23][CH2:22][N:21]([S:24]([CH2:27][CH3:28])(=[O:26])=[O:25])[CH2:20][CH2:19]2)=[O:17])[C:12]2[C:7](=[CH:8][CH:9]=[C:10]([F:29])[CH:11]=2)[CH:6]=1.[OH-].[Li+].Cl>O1CCCC1>[CH2:27]([S:24]([N:21]1[CH2:22][CH2:23][N:18]([C:16]([C:13]2[C:12]3[C:7](=[CH:8][CH:9]=[C:10]([F:29])[CH:11]=3)[CH:6]=[C:5]([CH2:4][C:3]([OH:30])=[O:2])[C:14]=2[CH3:15])=[O:17])[CH2:19][CH2:20]1)(=[O:25])=[O:26])[CH3:28] |f:1.2|. Procedure: To a solution of [4-(4-ethanesulfonyl-piperazine-1-carbonyl)-6-fluoro-3-methyl-naphthalen-2-yl]-acetic acid methyl ester (36 mg, 0.08 mmol) in tetrahydrofuran (4 mL), was added 5N lithium hydroxide (6 mL). After being stirred at room temperature overnight, the resulting mixture was acidified to pH 3 with 5N hydrochloric acid, and extracted with ethyl acetate (10 mL×2). The organic layers were dried over sodium sulfate and concentrated in vacuo. The residue was purified by preparative HPLC (gradi... Starting materials: CC(=O)NC1=C(C(=CC=C1)Cl)Cl (N-methylcarbonyl 2,3-dichloroaniline), ice water, [N+](=O)(O)[O-] (Nitric acid). Run at time 1 hour. Product: CC(=O)NC1=C(C(=CC=C1[N+](=O)[O-])Cl)Cl (N-methylcarbonyl 2,3-dichloro-6-nitroaniline). Reaction SMILES: [CH3:1][C:2]([NH:4][C:5]1[CH:10]=[CH:9][CH:8]=[C:7]([Cl:11])[C:6]=1[Cl:12])=[O:3].[N+:13]([O-])([OH:15])=[O:14]>>[CH3:1][C:2]([NH:4][C:5]1[C:10]([N+:13]([O-:15])=[O:14])=[CH:9][CH:8]=[C:7]([Cl:11])[C:6]=1[Cl:12])=[O:3]. Procedure details: Nitric acid (30 ml) is cooled to -5°, and N-methylcarbonyl 2,3-dichloroaniline (9.8 g, 48 mmol) is added to the acid in small portions, with the temperature maintained at -5° or lower. After the addition is complete, the reaction is stirred for 1 hour at +5°. The reaction is then added dropwise to about 150 g of ice-water mixture. The resulting solid is collected by filtration and purified by prep. TLC (developing with 30% ethyl acetate/hexane). The least polar component is isolated to give N-me... Reactants: C(C1=CC=CC=C1)N (benzylamine), C(C1=CC=CC=C1)N1CC(CC1)(C#N)NC(C(CC(C)C)O)=O (2-hydroxy-4-methyl-pentanoic acid (1-benzyl-3-cyano-pyrrolidin-3-yl)-amide), ClC(=O)OC1=CC=C(C=C1)[N+](=O)[O-] (p-nitrophenyl chloroformate), CN1CCOCC1 (N-methylmorpholine). The reagents and catalysts are CN(C)C=1C=CN=CC1 (DMAP). Solvent: CCOC(=O)C (EtOAc), C1CCOC1 (THF). Reaction conditions: time 20 hour. Yields the product NC1(CN(CC1)CC1=CC=CC=C1)C#N (3-Amino-1-benzyl-pyrrolidine-3-carbonitrile). Yield: 89.4%. Reaction SMILES: [CH2:1]([N:8]1[CH2:12][CH2:11][C:10]([NH:15]C(=O)C(O)CC(C)C)([C:13]#[N:14])[CH2:9]1)[C:2]1[CH:7]=[CH:6][CH:5]=[CH:4][CH:3]=1.ClC(OC1C=CC([N+]([O-])=O)=CC=1)=O.CN1CCOCC1.C(N)C1C=CC=CC=1>C1COCC1.CN(C1C=CN=CC=1)C.CCOC(C)=O>[NH2:15][C:10]1([C:13]#[N:14])[CH2:11][CH2:12][N:8]([CH2:1][C:2]2[CH:3]=[CH:4][CH:5]=[CH:6][CH:7]=2)[CH2:9]1. Procedure: To a solution of 2-hydroxy-4-methyl-pentanoic acid (1-benzyl-3-cyano-pyrrolidin-3-yl)-amide (0.315 g, 1.0 mmol) in dry THF (27 mL) was added DMAP (0.171 g, 1.4 mmol), p-nitrophenyl chloroformate (0.221 g, 1.1 mmol), and N-methylmorpholine (0. 121 mL, 1.1 mmol). The resulting mixture was allowed to stir overnight (20 h) under argon at room temperature, then treated with benzylamine (0.150 g, 1.4 mmol) and allowed to stir overnight (24 h). When the reaction was complete, the mixture was diluted wi... Reactants: ClCCCCOC1=CC=C2CCC(NC2=C1)=O (7-(4-chlorobutoxy)-3,4-dihydro-2(1H)-quinolinone), N1CCC(CC1)C1=NSC2=C1C=CC=C2 (3-(4-piperidinyl)-1,2-benzisothiazole), C([O-])([O-])=O.[K+].[K+] (potassium carbonate), Cl.CCO (HCl EtOH). Solvent: C(C)O (ethanol), CC(=O)C (acetone). Product: Cl.O1N=C(C2=C1C=CC=C2)C2CCN(CC2)CCCCOC2=CC=C1CCC(NC1=C2)=O (7-[4-(4-benzisoxazolyl-1-piperidinyl)-butoxy]-3,4-dihydro-2(1H)-quinolinone hydrochloride). The yield is 43.9%. RXN SMILES: [Cl:1][CH2:2][CH2:3][CH2:4][CH2:5][O:6][C:7]1[CH:16]=[C:15]2[C:10]([CH2:11][CH2:12][C:13](=[O:17])[NH:14]2)=[CH:9][CH:8]=1.[NH:18]1[CH2:23][CH2:22][CH:21]([C:24]2[C:28]3[CH:29]=[CH:30][CH:31]=[CH:32][C:27]=3S[N:25]=2)[CH2:20][CH2:19]1.C(=O)([O-])[O-:34].[K+].[K+].Cl.CCO>C(O)C.CC(C)=O>[ClH:1].[O:34]1[C:27]2[CH:32]=[CH:31][CH:30]=[CH:29][C:28]=2[C:24]([CH:21]2[CH2:22][CH2:23][N:18]([CH2:2][CH2:3][CH2:4][CH2:5][O:6][C:7]3[CH:16]=[C:15]4[C:10]([CH2:11][CH2:12][C:13](=[O:17])[NH:14]4)=[CH:9][CH:8]=3)[CH2:19][CH2:20]2)=[N:25]1 |f:2.3.4,5.6,9.10|. Procedure: 7-(4-chlorobutoxy)-3,4-dihydro-2(1H)-quinolinone (297 mg, 1 mmol), 3-(4-piperidinyl)-1,2-benzisothiazole (220 mg, 1 mmol), and anhydrous potassium carbonate powder (414 mg, 3.3 mmol) are added to 10 ml and react at reflux for 24 hours. The reaction solution is evaporated to dryness and dispersed with 20 ml of dichloromethane and 20 ml of water respectively. The organic layer is extracted with water (20 ml×2) and saturated saline (20 ml) successively, dried over anhydrous magnesium sulfate, and e... Reactants: ethyl ester, C(C)(C)(C)N (t-butyl amine), OC=1C=C(C(=O)O)C=CC1[N+](=O)[O-] (3-hydroxy-4-nitrobenzoic acid), BrBr (bromine). Product: BrC1=C(C(=O)OCC)C=CC(=C1O)[N+](=O)[O-] (ethyl 2-bromo-3-hydroxy-4-nitrobenzoate). Isolated yield 70.1%. Reaction SMILES: [OH:1][C:2]1[CH:3]=[C:4]([CH:8]=[CH:9][C:10]=1[N+:11]([O-:13])=[O:12])[C:5]([OH:7])=[O:6].[Br:14]Br.[C:16](N)([CH3:19])(C)C>>[Br:14][C:3]1[C:2]([OH:1])=[C:10]([N+:11]([O-:13])=[O:12])[CH:9]=[CH:8][C:4]=1[C:5]([O:7][CH2:16][CH3:19])=[O:6]. Procedure details: A 0.1 mole of the ethyl ester of 3-hydroxy-4-nitrobenzoic acid was monobrominated using the procedure described in Example 1, except only one equivalent of bromine and two equivalents of t-butyl amine were used. This reaction yielded ethyl 2-bromo-3-hydroxy-4-nitrobenzoate in 70.1% yield. It had a melting point of 58°-61° C.